Dataset: the Open Reaction Database (ORD), a public repository of structured organic reaction records. Task: describe an organic reaction: reactants, conditions, products, and yield Starting materials: COC(=O)c1n[nH]cc1NC(=O)c1c(Cl)cccc1Cl, CO, [Na+], [OH-]. Product: O=C(O)c1n[nH]cc1NC(=O)c1c(Cl)cccc1Cl. Reaction SMILES: [CH3:1][O:2][C:3](=[O:4])[c:5]1[n:6][nH:7][cH:8][c:9]1[NH:10][C:11]([c:12]1[c:13]([Cl:19])[cH:14][cH:15][cH:16][c:17]1[Cl:18])=[O:20].[CH3:23][OH:24].[Na+:22].[OH-:21]>>[O:2]=[C:3]([OH:4])[c:5]1[n:6][nH:7][cH:8][c:9]1[NH:10][C:11]([c:12]1[c:13]([Cl:19])[cH:14][cH:15][cH:16][c:17]1[Cl:18])=[O:20]. The reactants are C1(CC1)N1C=C(C(C2=CC(=C(C(=C12)COC(C)=O)N1CCN(CC1)C)F)=O)C(=O)OCC (ethyl 1-cyclopropyl-7-(4-methyl-1-piperazinyl)-6-fluoro-8-acetoxymethyl-1,4-dihydro-4-oxoquinoline-3-carboxylate), C([O-])([O-])=O.[K+].[K+] (potassium carbonate). Run in C(C)O (ethanol). Conditions: time 2.5 hour. Yields the product C1(CC1)N1C=C(C(C2=CC(=C(C(=C12)CO)N1CCN(CC1)C)F)=O)C(=O)OCC (ethyl 1-cyclopropyl-7-(4-methyl-1-piperazinyl)-6-fluoro-8-hydroxymethyl-1,4-dihydro-4-oxoquinoline-3-carboxylate). Isolated yield 78.5%. RXN SMILES: [CH:1]1([N:4]2[C:13]3[C:8](=[CH:9][C:10]([F:26])=[C:11]([N:19]4[CH2:24][CH2:23][N:22]([CH3:25])[CH2:21][CH2:20]4)[C:12]=3[CH2:14][O:15]C(=O)C)[C:7](=[O:27])[C:6]([C:28]([O:30][CH2:31][CH3:32])=[O:29])=[CH:5]2)[CH2:3][CH2:2]1.C(=O)([O-])[O-].[K+].[K+]>C(O)C>[CH:1]1([N:4]2[C:13]3[C:8](=[CH:9][C:10]([F:26])=[C:11]([N:19]4[CH2:20][CH2:21][N:22]([CH3:25])[CH2:23][CH2:24]4)[C:12]=3[CH2:14][OH:15])[C:7](=[O:27])[C:6]([C:28]([O:30][CH2:31][CH3:32])=[O:29])=[CH:5]2)[CH2:3][CH2:2]1 |f:1.2.3|. Procedure: To a solution of ethyl 1-cyclopropyl-7-(4-methyl-1-piperazinyl)-6-fluoro-8-acetoxymethyl-1,4-dihydro-4-oxoquinoline-3-carboxylate (142 mg) in ethanol (10 ml) is added 2N aqueous potassium carbonate (1 ml), and the mixture is stirred at room temperature for 2.5 hours. The reaction mixture is extracted with chloroform. The extract is dried over magnesium sulfate and the solvent is distilled off. The residue is crystallized by adding thereto diethyl ether to give ethyl 1-cyclopropyl-7-(4-methyl-1-p... The reactants are CO, [H][H], CC(C)(C)OC(=O)N1CCC1CN=[N+]=[N-]. Yields the product CC(C)(C)OC(=O)N1CCC1CN. As a reaction SMILES: [CH3:18][OH:19].[H:16][H:17].[N:1](=[N+:2]=[N-:3])[CH2:4][CH:5]1[N:6]([C:9](=[O:10])[O:11][C:12]([CH3:13])([CH3:14])[CH3:15])[CH2:7][CH2:8]1>>[NH2:1][CH2:4][CH:5]1[N:6]([C:9](=[O:10])[O:11][C:12]([CH3:13])([CH3:14])[CH3:15])[CH2:7][CH2:8]1. Starting materials: O=N[O-], Nc1c(Br)cc(C(=O)CCC(=O)O)cc1Br, [Na+], O, O=S(=O)(O)O. The product is O=C(O)CCC(=O)c1cc(Br)cc(Br)c1. Reaction SMILES: [N:17]([O-:18])=[O:19].[NH2:1][c:2]1[c:3]([Br:16])[cH:4][c:5]([C:9]([CH2:10][CH2:11][C:12](=[O:13])[OH:14])=[O:15])[cH:6][c:7]1[Br:8].[Na+:20].[OH2:26].[S:21](=[O:22])(=[O:23])([OH:24])[OH:25]>>[cH:2]1[c:3]([Br:16])[cH:4][c:5]([C:9]([CH2:10][CH2:11][C:12](=[O:13])[OH:14])=[O:15])[cH:6][c:7]1[Br:8]. Starting materials: C(C(C)(C)C)(=O)Cl (pivaloyl chloride), N1=CC=CC=C1 (pyridine), C(C)OC(=O)C1=CC=C(OCC(CC)O)C=C1 (1-(p-ethoxycarbonyl-phenoxy)-butan- 2-ol), Cl.N1=CC=CC=C1 (pyridine hydrochloride). Reaction conditions: time 3 hour. Product: C(C(C)(C)C)(=O)OC(COC1=CC=C(C=C1)C(=O)OCC)CC (1-(p-ethoxycarbonyl-phenoxy)-butan-2-ol pivalate). Yield: 89.0%. Reaction SMILES: N1C=CC=CC=1.[C:7](Cl)(=[O:12])[C:8]([CH3:11])([CH3:10])[CH3:9].Cl.N1C=CC=CC=1.[CH2:21]([O:23][C:24]([C:26]1[CH:37]=[CH:36][C:29]([O:30][CH2:31][CH:32]([OH:35])[CH2:33][CH3:34])=[CH:28][CH:27]=1)=[O:25])[CH3:22]>>[C:7]([O:35][CH:32]([CH2:33][CH3:34])[CH2:31][O:30][C:29]1[CH:36]=[CH:37][C:26]([C:24]([O:23][CH2:21][CH3:22])=[O:25])=[CH:27][CH:28]=1)(=[O:12])[C:8]([CH3:11])([CH3:10])[CH3:9] |f:2.3|. Reported procedure: In pyridine (10ml) 1.2 g (5 mmol) of 1-(p-ethoxycarbonyl-phenoxy)-butan- 2-ol was dissolved and to this solution was gradually added 0.6 g (5 mmol) of pivaloyl chloride cooling in an ice bath. The mixture was stirred at room temperature for 3 hours after the addition was completed. During the course of the reaction pyridine hydrochloride precipitated. The reaction mixture was then poured in ice water and extracted with ethyl acetate. The extract was washed with water, dried, and concentrated to ... The reactants are CCO, Oc1ccc(Cl)cc1, COC(=O)C(C)Oc1ccc(CCl)cc1, [Na]. Product: COC(=O)C(C)Oc1ccc(COc2ccc(Cl)cc2)cc1. RXN SMILES: [CH3:25][CH2:26][OH:27].[Cl:1][c:2]1[cH:3][cH:4][c:5]([OH:8])[cH:6][cH:7]1.[Cl:9][CH2:10][c:11]1[cH:12][cH:13][c:14]([O:15][CH:16]([C:17](=[O:18])[O:19][CH3:20])[CH3:21])[cH:22][cH:23]1.[Na:24]>>[Cl:1][c:2]1[cH:3][cH:4][c:5]([O:8][CH2:10][c:11]2[cH:12][cH:13][c:14]([O:15][CH:16]([C:17](=[O:18])[O:19][CH3:20])[CH3:21])[cH:22][cH:23]2)[cH:6][cH:7]1.